This data is from the Open Reaction Database (ORD), a public repository of structured organic reaction records. The task is: describe an organic reaction: reactants, conditions, products, and yield Reactants: O=C([O-])[O-], CCO, [K+], [K+], Cc1ccc(S(=O)(=O)OOCCC(F)(F)F)cc1, O=Cc1cccc(O)c1. Product: O=Cc1cccc(OCCC(F)(F)F)c1. RXN SMILES: [C:28](=[O:29])([O-:30])[O-:31].[CH3:34][CH2:35][OH:36].[K+:32].[K+:33].[O:10]([O:11][CH2:22][CH2:23][C:24]([F:25])([F:26])[F:27])[S:12]([c:13]1[cH:14][cH:15][c:16]([CH3:17])[cH:18][cH:19]1)(=[O:20])=[O:21].[OH:1][c:2]1[cH:3][c:4]([CH:5]=[O:6])[cH:7][cH:8][cH:9]1>>[O:1]([c:2]1[cH:3][c:4]([CH:5]=[O:6])[cH:7][cH:8][cH:9]1)[CH2:22][CH2:23][C:24]([F:25])([F:26])[F:27]. Starting materials: C12NC(C(C=C1)C2)=O (2-azabicyclo[2.2.1]hept-5-en-3-one), CO (Methanol). The product is N[C@H]1C[C@H](C=C1)C(=O)O ((+)-cis-3-amino-4-cyclopentenecarboxylic acid). Reaction SMILES: [CH:1]12[CH2:7][CH:4]([CH:5]=[CH:6]1)[C:3](=[O:8])[NH:2]2.C[OH:10]>>[NH2:2][C@@H:1]1[CH:6]=[CH:5][C@H:4]([C:3]([OH:8])=[O:10])[CH2:7]1. Procedure: Methanol (300 ml) and 60 g (0.465 mol) (+)-cis-3-amino-4-cyclopentenecarboxylic acid (obtained from the bioresolution of 2-azabicyclo[2.2.1]hept-5-en-3-one) were stirred together, then 194 ml (1.39 mol) triethylamine slowly added. The reaction was cooled to 8° C. with ice, then 99 g (0.45 mol) di-t-butyl dicarbonate dissolved in 400 ml methanol was slowly added. After stirring for 48 hrs at ambient temperature the reaction was concentrated under reduced pressure to 100 ml and acidified to pH 3 w... Starting materials: FC1=NC=CC(=C1)C1=NC=C(C=C1F)CC(=O)OC(C)(C)C (tert-butyl 2-(2′,3-difluoro-2,4′-bipyridin-5-yl)acetate), C(=O)(C(F)(F)F)O (TFA), C(=O)([O-])[O-].[Na+].[Na+] (Na2CO3). The solvent is C(Cl)Cl (DCM). Run at time 3 hour. Product: FC1=NC=CC(=C1)C1=NC=C(C=C1F)CC(=O)O (2-(2′,3-difluoro-2,4′-bipyridin-5-yl)acetic acid). RXN SMILES: [F:1][C:2]1[CH:7]=[C:6]([C:8]2[C:13]([F:14])=[CH:12][C:11]([CH2:15][C:16]([O:18]C(C)(C)C)=[O:17])=[CH:10][N:9]=2)[CH:5]=[CH:4][N:3]=1.C(O)(C(F)(F)F)=O.C([O-])([O-])=O.[Na+].[Na+]>C(Cl)Cl>[F:1][C:2]1[CH:7]=[C:6]([C:8]2[C:13]([F:14])=[CH:12][C:11]([CH2:15][C:16]([OH:18])=[O:17])=[CH:10][N:9]=2)[CH:5]=[CH:4][N:3]=1 |f:2.3.4|. Reported procedure: A mixture of tert-butyl 2-(2′,3-difluoro-2,4′-bipyridin-5-yl)acetate 205-5 (248 mg, 0.81 mmol) and TFA (0.8 mL) in DCM (0.8 mL) was stirred at room temperature for 3 hours. The solution was adjusted to pH around 12 by Na2CO3 and extracted with dichloromethane. The aqueous phase was acidified to pH 3 by 1N HCl aqueous solution and stirred for 15 minutes. The solvents were evaporated and the remaining solid was extracted with 20% methanol in ethyl acetate and filtered to remove the insoluble. The ... Reactants: CI NH3, FC1=CC=C(C=N1)OC[C@@H]1N(CC1)C(=O)OC(C)(C)C (6-fluoro-3-(1-t-butyloxycarbonyl-2-(R)-azetidinylmethoxy)pyridine), C(=O)(C(F)(F)F)O (TFA). The solvent is C(Cl)Cl (methylene chloride). Reaction conditions: time 30 minute. The product is C(C1=CC=CC=C1)(=O)O.C(C1=CC=CC=C1)(=O)O.FC1=NC=CC=C1 (2-fluoropyridine dibenzoate). Yield: 49.0%. As a reaction SMILES: [F:1][C:2]1[N:7]=[CH:6][C:5](OC[C@H]2CCN2C(OC(C)(C)C)=O)=[CH:4][CH:3]=1.[C:21]([OH:27])([C:23](F)(F)F)=[O:22]>C(Cl)Cl>[C:21]([OH:27])(=[O:22])[C:23]1[CH:6]=[CH:5][CH:4]=[CH:3][CH:2]=1.[C:21]([OH:27])(=[O:22])[C:23]1[CH:6]=[CH:5][CH:4]=[CH:3][CH:2]=1.[F:1][C:2]1[CH:3]=[CH:4][CH:5]=[CH:6][N:7]=1 |f:3.4.5|. Procedure details: To a solution of triphenylphosphine (0.8 g, 3.0 mmol) in THF (20 mL) was added diethyl azodicarboxylate (4.7 mL, 3.0 mmol) at 0° C., and the mixture was stirred for 0.5 h. 1-t-butyloxycarbonyl-2-(R)-azetidinemethanol (0.51 g, 2.7 mmol, from Example 1c above) and 2-fluoro-5-hydroxypyridine (0.32 g, 2.8 mmol, Step 8e below) were then added. The mixture was allowed to warm slowly to room temperature and stirred overnight. The solvent was removed and the residue was chromatographed (silica gel; hexa... Reactants: C([O-])([O-])=O.[Na+].[Na+] (sodium carbonate), ClC=1C=C2C(=CNC2=CC1)CCNC(C1=CC=C(C=C1)I)=O (N-(2-(5-chloro-1H-indol-3-yl)ethyl)-4-iodobenzamide), C(#N)C1=CC=C(C=C1)B(O)O (4-cyanophenylboronic acid). Reagents/catalysts: C=1C=CC(=CC1)[P](C=2C=CC=CC2)(C=3C=CC=CC3)[Pd]([P](C=4C=CC=CC4)(C=5C=CC=CC5)C=6C=CC=CC6)([P](C=7C=CC=CC7)(C=8C=CC=CC8)C=9C=CC=CC9)[P](C=1C=CC=CC1)(C=1C=CC=CC1)C=1C=CC=CC1 (tetrakis(triphenylphosphine)palladium). Run in C(OC)COC (dimethoxyethane), O (water). Product: eluent, ClC=1C=C2C(=CNC2=CC1)CCNC(=O)C1=CC=C(C=C1)C1=CC=C(C=C1)C#N (N-(2-(5-chloro-1H-indol-3-yl)ethyl)-4′-cyanobiphenyl-4-carboxamide). The yield is 48.3%. Reaction SMILES: [Cl:1][C:2]1[CH:3]=[C:4]2[C:8](=[CH:9][CH:10]=1)[NH:7][CH:6]=[C:5]2[CH2:11][CH2:12][NH:13][C:14](=[O:22])[C:15]1[CH:20]=[CH:19][C:18](I)=[CH:17][CH:16]=1.[C:23]([C:25]1[CH:30]=[CH:29][C:28](B(O)O)=[CH:27][CH:26]=1)#[N:24].C(=O)([O-])[O-].[Na+].[Na+]>C(COC)OC.O.C1C=CC([P]([Pd]([P](C2C=CC=CC=2)(C2C=CC=CC=2)C2C=CC=CC=2)([P](C2C=CC=CC=2)(C2C=CC=CC=2)C2C=CC=CC=2)[P](C2C=CC=CC=2)(C2C=CC=CC=2)C2C=CC=CC=2)(C2C=CC=CC=2)C2C=CC=CC=2)=CC=1>[Cl:1][C:2]1[CH:3]=[C:4]2[C:8](=[CH:9][CH:10]=1)[NH:7][CH:6]=[C:5]2[CH2:11][CH2:12][NH:13][C:14]([C:15]1[CH:20]=[CH:19][C:18]([C:28]2[CH:29]=[CH:30][C:25]([C:23]#[N:24])=[CH:26][CH:27]=2)=[CH:17][CH:16]=1)=[O:22] |f:2.3.4,^1:50,52,71,90|. Procedure details: N-(2-(5-chloro-1H-indol-3-yl)ethyl)-4′-cyanobiphenyl-4-carboxamide was prepared according to method B with N-(2-(5-chloro-1H-indol-3-yl)ethyl)-4-iodobenzamide (0.075 g; 0.176 mmol), 4-cyanophenylboronic acid (0.027 g; 0.180 mmol), tetrakis(triphenylphosphine)palladium (0.010 g; 0.009 mmol), sodium carbonate (0.037 g; 0.353 mmol), in dimethoxyethane (3 mL) and water (1 mL), irradiated in a microwave oven at 130° C. for 15 minutes. Flash chromatography on silica gel (eluent 2 to 20% ethyl acetate ... Reactants: FC1=CC=C(C=C1)C(=C(C=O)C1=NN=NN1C(C)C)C1=CC=C(C=C1)F (3,3-bis(4-fluorophenyl)-2-[1-(1-methylethyl)-1H-tetrazol-5-yl]-2-propenal), FC1=CC=C(C=C1)C(=C(C=O)C=1N=NN(N1)C(C)C)C1=CC=C(C=C1)F (3,3-bis(4-fluorophenyl)-2-[2-(1-methylethyl)-2H-tetrazol-5-yl]-2-propenal). The product is FC1=CC=C(C=C1)C(=C(C=CC=O)C=1N=NN(N1)C(C)C)C1=CC=C(C=C1)F (5,5-bis(4-fluorophenyl)-4-[2-(1-methylethy)-2H-tetrazol-5-yl]-2,4-pentadienal). Isolated yield 82.0%. RXN SMILES: FC1C=CC([C:8](C2C=CC(F)=CC=2)=[C:9](C2N(C(C)C)N=NN=2)[CH:10]=[O:11])=CC=1.[F:27][C:28]1[CH:33]=[CH:32][C:31]([C:34]([C:46]2[CH:51]=[CH:50][C:49]([F:52])=[CH:48][CH:47]=2)=[C:35]([C:38]2[N:39]=[N:40][N:41]([CH:43]([CH3:45])[CH3:44])[N:42]=2)C=O)=[CH:30][CH:29]=1>>[F:27][C:28]1[CH:33]=[CH:32][C:31]([C:34]([C:46]2[CH:51]=[CH:50][C:49]([F:52])=[CH:48][CH:47]=2)=[C:35]([C:38]2[N:39]=[N:40][N:41]([CH:43]([CH3:44])[CH3:45])[N:42]=2)[CH:8]=[CH:9][CH:10]=[O:11])=[CH:30][CH:29]=1. Reported procedure: The general procedure of Example 23, Step A was repeated, except that the 3,3-bis(4-fluorophenyl)-2-[1-(1-methylethyl)-1H-tetrazol-5-yl]-2-propenal utilized therein was replaced by 3,3-bis(4-fluorophenyl)-2-[2-(1-methylethyl)-2H-tetrazol-5-yl]-2-propenal and there was thereby produced mostly 5,5-bis(4-fluorophenyl)-4-[2-(1-methylethy)-2H-tetrazol-5-yl]-2,4-pentadienal in 82% yield; MS (CI): m/e=381 for (M+H)+. This product was then subjected to the general procedure of Example 23, Step B and the...